The task is: describe an organic reaction: reactants, conditions, products, and yield. This data is from the Open Reaction Database (ORD), a public repository of structured organic reaction records. Reactants: ClC=1C=CC(=C(C(=O)C2=C(C=CC=C2F)F)C1)N1C(=NN=C1CN1C(C=2C(C1=O)=CC=CC2)=O)CCN(C)C (5-chloro-2',6'-difluoro-2-[3-[2-(dimethylamino)ethyl]-5-(phthalimidomethyl)-4H-1,2,4-triazol-4-yl]benzophenone), O.NN (hydrazine hydrate). Run in C(C)O (ethanol). Product: CN(CCC1=NN=C2N1C1=C(C(=NC2)C2=C(C=CC=C2F)F)C=C(C=C1)Cl)C (1-[2-(dimethylamino)ethyl]-8-chloro-6-(2,6-difluorophenyl)-4H-s-triazolo-[4,3-a][1,4]benzodiazepine). As a reaction SMILES: [Cl:1][C:2]1[CH:3]=[CH:4][C:5]([N:18]2[C:22]([CH2:23][N:24]3C(=O)C4=CC=CC=C4C3=O)=[N:21][N:20]=[C:19]2[CH2:35][CH2:36][N:37]([CH3:39])[CH3:38])=[C:6]([CH:17]=1)[C:7]([C:9]1[C:14]([F:15])=[CH:13][CH:12]=[CH:11][C:10]=1[F:16])=O.O.NN>C(O)C>[CH3:39][N:37]([CH3:38])[CH2:36][CH2:35][C:19]1[N:18]2[C:5]3[CH:4]=[CH:3][C:2]([Cl:1])=[CH:17][C:6]=3[C:7]([C:9]3[C:10]([F:16])=[CH:11][CH:12]=[CH:13][C:14]=3[F:15])=[N:24][CH2:23][C:22]2=[N:21][N:20]=1 |f:1.2|. Reported procedure: In the manner given in Example 1C, 5-chloro-2',6'-difluoro-2-[3-[2-(dimethylamino)ethyl]-5-(phthalimidomethyl)-4H-1,2,4-triazol-4-yl]benzophenone in ethanol is refluxed with hydrazine hydrate to give 1-[2-(dimethylamino)ethyl]-8-chloro-6-(2,6-difluorophenyl)-4H-s-triazolo-[4,3-a][1,4]benzodiazepine. This compound is converted to its hydrochloride by treating it with ethereal hydrogen chloride. As a reaction SMILES: [NH2:1][C:2]1[C:3]([O:14][CH3:15])=[C:4]([CH2:12][OH:13])[CH:5]=[C:6]([C:8]([CH3:11])([CH3:10])[CH3:9])[CH:7]=1.N1C=CN=C1.[CH3:21][Si:22](Cl)([CH3:24])[CH3:23].C(=O)([O-])[O-].[K+].[K+]>O1CCCC1.C(OCC)(=O)C>[C:8]([C:6]1[CH:5]=[C:4]([CH2:12][O:13][Si:22]([CH3:24])([CH3:23])[CH3:21])[C:3]([O:14][CH3:15])=[C:2]([NH2:1])[CH:7]=1)([CH3:11])([CH3:9])[CH3:10] |f:3.4.5|. Procedure: 3.03 g (3-amino-5-tert-butyl-2-methoxy-phenyl)-methanol and 2.4 g imidazole are dissolved in 20 ml of tetrahydrofuran and 2.75 ml trimethylsilyl chloride are added dropwise thereto. The mixture is stirred for 2 hours at ambient temperature, the solvents are eliminated in vacuo and the residue is divided between 10% aqueous potassium carbonate solution and ethyl acetate. The aqueous phase is extracted with ethyl acetate and the combined organic phases are washed with saturated sodium chloride sol... Conditions: time 2 hour. The product is C(C)(C)(C)C=1C=C(C(=C(C1)N)OC)CO[Si](C)(C)C (5-tert-butyl-2-methoxy-3-trimethylsilanyloxymethyl-phenylamine). The solvent is O1CCCC1 (tetrahydrofuran), C(C)(=O)OCC (ethyl acetate). Reactants: C[Si](C)(C)Cl (trimethylsilyl chloride), C([O-])([O-])=O.[K+].[K+] (potassium carbonate), NC=1C(=C(C=C(C1)C(C)(C)C)CO)OC ((3-amino-5-tert-butyl-2-methoxy-phenyl)-methanol), N1C=NC=C1 (imidazole). As a reaction SMILES: [CH3:15][CH2:16][OH:17].[H:13][H:14].[N+:1]([O-:2])(=[O:3])[c:4]1[cH:5][cH:6][c:7]([CH2:10][CH2:11][CH3:12])[n:8][cH:9]1>>[NH2:1][c:4]1[cH:5][cH:6][c:7]([CH2:10][CH2:11][CH3:12])[n:8][cH:9]1. The product is CCCc1ccc(N)cn1. Starting materials: CCO, [H][H], CCCc1ccc([N+](=O)[O-])cn1. Starting materials: NC=1C=C(C(=O)N(C2=CC=C(C=C2)C)CCN2CCC(CC2)C(C2=CC=C(C=C2)F)=O)C=CC1 (3-amino-N-{2-[4-(4-fluorobenzoyl)piperidino]ethyl}-N-(4-methylphenyl)benzamide), C(C)(=O)OC(C)=O (acetic anhydride). The product is C(C)(=O)NC=1C=C(C(=O)N(C2=CC=C(C=C2)C)CCN2CCC(CC2)C(C2=CC=C(C=C2)F)=O)C=CC1 (3-Acetylamino-N-{2-[4-(4-fluorobenzoyl)piperidino]ethyl}-N-(4-methylphenyl)benzamide). The yield is 97.8%. As a reaction SMILES: [NH2:1][C:2]1[CH:3]=[C:4]([CH:32]=[CH:33][CH:34]=1)[C:5]([N:7]([CH2:15][CH2:16][N:17]1[CH2:22][CH2:21][CH:20]([C:23](=[O:31])[C:24]2[CH:29]=[CH:28][C:27]([F:30])=[CH:26][CH:25]=2)[CH2:19][CH2:18]1)[C:8]1[CH:13]=[CH:12][C:11]([CH3:14])=[CH:10][CH:9]=1)=[O:6].[C:35](OC(=O)C)(=[O:37])[CH3:36]>>[C:35]([NH:1][C:2]1[CH:3]=[C:4]([CH:32]=[CH:33][CH:34]=1)[C:5]([N:7]([CH2:15][CH2:16][N:17]1[CH2:22][CH2:21][CH:20]([C:23](=[O:31])[C:24]2[CH:25]=[CH:26][C:27]([F:30])=[CH:28][CH:29]=2)[CH2:19][CH2:18]1)[C:8]1[CH:9]=[CH:10][C:11]([CH3:14])=[CH:12][CH:13]=1)=[O:6])(=[O:37])[CH3:36]. Reported procedure: Using 3-amino-N-{2-[4-(4-fluorobenzoyl)piperidino]ethyl}-N-(4-methylphenyl)benzamide (230.1 mg, 0.50 mmol) and acetic anhydride (0.057 ml, 0.60 mmol), the procedure of Inventive Example 94 was repeated to obtain 245.2 mg (97.8%) of the title compound in a light yellow amorphous form. The reactants are BrCCOCCN1S(N(C2=C1C=CC=C2)C2=C(C=CC=C2)F)(=O)=O (1-[2-(2-bromoethoxy)ethyl]-3-(2-fluorophenyl)-1,3-dihydro-2,1,3-benzothiadiazole 2,2-dioxide), CC1NC(CNC1)C (2,6-Dimethyl-piperazine). Product: CC1CN(CC(N1)C)CCOCCN1S(N(C2=C1C=CC=C2)C2=C(C=CC=C2)F)(=O)=O (1-{2-[2-(3,5-dimethylpiperazin-1-yl)ethoxy]ethyl}-3-(2-fluorophenyl)-1,3-dihydro-2,1,3-benzothiadiazole 2,2-dioxide). The yield is 86.7%. As a reaction SMILES: Br[CH2:2][CH2:3][O:4][CH2:5][CH2:6][N:7]1[C:11]2[CH:12]=[CH:13][CH:14]=[CH:15][C:10]=2[N:9]([C:16]2[CH:21]=[CH:20][CH:19]=[CH:18][C:17]=2[F:22])[S:8]1(=[O:24])=[O:23].[CH3:25][CH:26]1[CH2:31][NH:30][CH2:29][CH:28]([CH3:32])[NH:27]1>>[CH3:25][CH:26]1[NH:27][CH:28]([CH3:32])[CH2:29][N:30]([CH2:2][CH2:3][O:4][CH2:5][CH2:6][N:7]2[C:11]3[CH:12]=[CH:13][CH:14]=[CH:15][C:10]=3[N:9]([C:16]3[CH:21]=[CH:20][CH:19]=[CH:18][C:17]=3[F:22])[S:8]2(=[O:24])=[O:23])[CH2:31]1. Reported procedure: In an analogous manner as described in general procedure V, 1-[2-(2-bromoethoxy)ethyl]-3-(2-fluorophenyl)-1,3-dihydro-2,1,3-benzothiadiazole 2,2-dioxide (0.07 g, 0.18 mmol) was treated with 2,6-Dimethyl-piperazine (0.06 g, 0.54 mmol) to provide 0.07 g (92%) of 1-{2-[2-(3,5-dimethylpiperazin-1-yl)ethoxy]ethyl}-3-(2-fluorophenyl)-1,3-dihydro-2,1,3-benzothiadiazole 2,2-dioxide. The reactants are CC(C)(C)OC(=O)CC(=O)c1cccc(-n2ccnn2)c1, CC(C)=O, O=C(OC(=O)C(F)(F)F)C(F)(F)F, O=C(O)C(F)(F)F. Yields the product CC1(C)OC(=O)C=C(c2cccc(-n3ccnn3)c2)O1. RXN SMILES: [C:1]([CH3:2])([CH3:3])([CH3:4])[O:5][C:6]([CH2:7][C:8]([c:9]1[cH:10][c:11](-[n:15]2[n:16][n:17][cH:18][cH:19]2)[cH:12][cH:13][cH:14]1)=[O:20])=[O:21].[CH3:42][C:43](=[O:44])[CH3:45].[F:22][C:23]([F:24])([F:25])[C:26]([O:27][C:28](=[O:29])[C:30]([F:31])([F:32])[F:33])=[O:34].[F:35][C:36]([F:37])([F:38])[C:39]([OH:40])=[O:41]>>[C:1]1([CH3:2])([CH3:3])[O:5][C:6](=[O:21])[CH:7]=[C:8]([c:9]2[cH:10][c:11](-[n:15]3[n:16][n:17][cH:18][cH:19]3)[cH:12][cH:13][cH:14]2)[O:20]1. Starting materials: CCCc1c(SCCCOc2ccc(C(C)=O)c(OCCCC(=O)OCC)c2CCC)ccc(C(C)=O)c1O, CCO, Cl, [Na+], [OH-], O. Yields the product CCCc1c(SCCCOc2ccc(C(C)=O)c(OCCCC(=O)O)c2CCC)ccc(C(C)=O)c1O. RXN SMILES: [C:1]([CH3:2])(=[O:3])[c:4]1[cH:5][cH:6][c:7]([O:22][CH2:23][CH2:24][CH2:25][S:26][c:27]2[c:28]([CH2:37][CH2:38][CH3:39])[c:29]([OH:36])[c:30]([C:33]([CH3:34])=[O:35])[cH:31][cH:32]2)[c:8]([CH2:19][CH2:20][CH3:21])[c:9]1[O:10][CH2:11][CH2:12][CH2:13][C:14](=[O:15])[O:16][CH2:17][CH3:18].[CH3:44][CH2:45][OH:46].[ClH:43].[Na+:41].[OH-:40].[OH2:42]>>[C:1]([CH3:2])(=[O:3])[c:4]1[cH:5][cH:6][c:7]([O:22][CH2:23][CH2:24][CH2:25][S:26][c:27]2[c:28]([CH2:37][CH2:38][CH3:39])[c:29]([OH:36])[c:30]([C:33]([CH3:34])=[O:35])[cH:31][cH:32]2)[c:8]([CH2:19][CH2:20][CH3:21])[c:9]1[O:10][CH2:11][CH2:12][CH2:13][C:14](=[O:15])[OH:16]. Product: CC(C)S(=O)(=O)NC=1C=CC=C(C1C1=CC=C(C=C1)C=1SC=CC1NS(=O)(=O)C(C)C)C(=O)O (6-(Propane-2-sulfonylamino)-4′-[3-(propane-2-sulfonylamino)-thiophen-2-yl]-biphenyl-2-carboxylic acid). Reactants: COC(=O)C=1C(=C(C=CC1)NS(=O)(=O)C(C)C)C1=CC=C(C=C1)C=1SC=CC1NS(=O)(=O)C(C)C (6-(propane-2-sulfonylamino)-4′-[3-(propane-2-sulfonylamino)-thiophen-2-yl]-biphenyl-2-carboxylic acid methyl ester), [Li+].[OH-] (LiOH). Reaction SMILES: C[O:2][C:3]([C:5]1[C:6]([C:18]2[CH:23]=[CH:22][C:21]([C:24]3[S:25][CH:26]=[CH:27][C:28]=3[NH:29][S:30]([CH:33]([CH3:35])[CH3:34])(=[O:32])=[O:31])=[CH:20][CH:19]=2)=[C:7]([NH:11][S:12]([CH:15]([CH3:17])[CH3:16])(=[O:14])=[O:13])[CH:8]=[CH:9][CH:10]=1)=[O:4].[Li+].[OH-]>C1COCC1.CO.O.O>[CH3:17][CH:15]([S:12]([NH:11][C:7]1[CH:8]=[CH:9][CH:10]=[C:5]([C:3]([OH:4])=[O:2])[C:6]=1[C:18]1[CH:19]=[CH:20][C:21]([C:24]2[S:25][CH:26]=[CH:27][C:28]=2[NH:29][S:30]([CH:33]([CH3:34])[CH3:35])(=[O:31])=[O:32])=[CH:22][CH:23]=1)(=[O:13])=[O:14])[CH3:16] |f:1.2,3.4.5|. Procedure: Heat the mixture of 6-(propane-2-sulfonylamino)-4′-[3-(propane-2-sulfonylamino)-thiophen-2-yl]-biphenyl-2-carboxylic acid methyl ester (46 mg, 0.08 mmol) and LiOH (30 mg, 1.25 mmol) in 3 ml of THF/Methanol/water (3/2/1, v/v/v) to 60 C for 3 h. Remove solvent and dissolve in water (35 mL). Wash with methylene chloride (2×20 mL). Neutralize the aq. solution to a pH between 2 and 3. Further purification with flash chromatography affords the title compound. MS (m/e): 521.1(M−1). Solvent: C1CCOC1.CO.O (THF Methanol water), O (water). The reactants are [OH-].[Na+] (sodium hydroxide), 0, C(C)(=O)NC1=CC(=NC(N1O)=N)N1CCCCC1 (6-acetamido-1,2-dihydro-1-hydroxy-2-imino-4-piperidinopyrimidine). Solvent: C(C)O (ethanol). Yields the product NC1=CC(=NC(N1O)=N)N1CCCCC1 (6-amino-1,2-dihydro-1-hydroxy-2-imino-4-piperidinopyrimidine). Reaction SMILES: C([NH:4][C:5]1[N:10]([OH:11])[C:9](=[NH:12])[N:8]=[C:7]([N:13]2[CH2:18][CH2:17][CH2:16][CH2:15][CH2:14]2)[CH:6]=1)(=O)C.[OH-].[Na+]>C(O)C>[NH2:4][C:5]1[N:10]([OH:11])[C:9](=[NH:12])[N:8]=[C:7]([N:13]2[CH2:14][CH2:15][CH2:16][CH2:17][CH2:18]2)[CH:6]=1 |f:1.2|. Reported procedure: 0 5 g (2 mmoles) of 6-acetamido-1,2-dihydro-1-hydroxy-2-imino-4-piperidinopyrimidine prepared as described in Example 6 is dissolved in a mixture containing 10 ml of ethanol and 4 ml of 1N sodium hydroxide solution, the mixture is refluxed for 30 minutes, then evaporated under reduced pressure. After taking up the residue in 10 ml of water, the crystals are filtered, washed with water and dried to give the aimed compound in a yield of 0.35 g (85%), which shows no melting point depression when mi... Reactants: C(C)(C)(C)OC(NC1(CC1)C1=NC=C(C=C1)I)=O ([1-(5-iodo-pyridin-2-yl)-cyclopropyl]-carbamic acid tert-butyl ester), C1(CC1)C(=O)N (cyclopropanecarboxamide), [O-]P(=O)([O-])[O-].[K+].[K+].[K+] (K3PO4). The reagents and catalysts are [Cu]I (CuI). Solvent: CCOC(=O)C (EtOAc), O1CCOCC1 (1,4-dioxane). Conditions: temperature 110 celsius. Yields the product C(C)(C)(C)OC(NC1(CC1)C1=NC=C(C=C1)NC(=O)C1CC1)=O ({1-[5-(cyclopropanecarbonyl-amino)-pyridin-2-yl]-cyclopropyl}-carbamic acid tert-butyl ester). Isolated yield 55.1%. RXN SMILES: [C:1]([O:5][C:6](=[O:18])[NH:7][C:8]1([C:11]2[CH:16]=[CH:15][C:14](I)=[CH:13][N:12]=2)[CH2:10][CH2:9]1)([CH3:4])([CH3:3])[CH3:2].[CH:19]1([C:22]([NH2:24])=[O:23])[CH2:21][CH2:20]1.[O-]P([O-])([O-])=O.[K+].[K+].[K+]>O1CCOCC1.CCOC(C)=O.[Cu]I>[C:1]([O:5][C:6](=[O:18])[NH:7][C:8]1([C:11]2[CH:16]=[CH:15][C:14]([NH:24][C:22]([CH:19]3[CH2:21][CH2:20]3)=[O:23])=[CH:13][N:12]=2)[CH2:10][CH2:9]1)([CH3:4])([CH3:3])[CH3:2] |f:2.3.4.5|. Reported procedure: A mixture of 0.20 g (0.56 mmol) of [1-(5-iodo-pyridin-2-yl)-cyclopropyl]-carbamic acid tert-butyl ester, 22 mg (0.12 mmol) of CuI, 0.035 mL (0.22 mmol) of 1,2-trans-di(methylamino)cychlohexane, 0.090 mg (1.1 mmol) of cyclopropanecarboxamide, and 0.24 mg (1.1 mmol) of K3PO4 in 1 mL of 1,4-dioxane was heated under an N2 atmosphere for overnight at 110° C. The mixture was cooled, diluted with 10 mL of EtOAc, and washed with aq. NH4Cl/NH4OH (pH 8), then with aq. NH4Cl. The organic layer was dried ov...